From a dataset of the Open Reaction Database (ORD), a public repository of structured organic reaction records. describe an organic reaction: reactants, conditions, products, and yield Reactants: C(C)(C)(C)OC(=O)N[C@@H](C(=O)O)C1=CC=C(C=C1)O ((R)-tert-butoxycarbonylamino-(4-hydoxy-phenyl)-acetic acid), [H-].[Na+] (sodium hydride), COCCBr (bromoethyl methyl ether). Solvent: CN(C=O)C (N,N-dimethylformamide), CN(C=O)C (N,N-dimethylformamide), ice water. Yields the product C(C)(C)(C)OC(=O)N[C@@H](C(=O)O)C1=CC=C(C=C1)OCCOC ((R)-tert-butoxycarbonylamino-{4-[2-(methoxy)-ethoxy]-phenyl}-acetic acid). Yield: 78.4%. RXN SMILES: [C:1]([O:5][C:6]([NH:8][C@H:9]([C:13]1[CH:18]=[CH:17][C:16]([OH:19])=[CH:15][CH:14]=1)[C:10]([OH:12])=[O:11])=[O:7])([CH3:4])([CH3:3])[CH3:2].[H-].[Na+].[CH3:22][O:23][CH2:24][CH2:25]Br>CN(C)C=O>[C:1]([O:5][C:6]([NH:8][C@H:9]([C:13]1[CH:18]=[CH:17][C:16]([O:19][CH2:25][CH2:24][O:23][CH3:22])=[CH:15][CH:14]=1)[C:10]([OH:12])=[O:11])=[O:7])([CH3:4])([CH3:2])[CH3:3] |f:1.2|. Procedure details: To a mechanically stirring solution of (R)-tert-butoxycarbonylamino-(4-hydoxy-phenyl)-acetic acid (37.41 g, 140 mmol) (pepared according to the procedure of Salituro, G. M.; Townsend, C. A. J. Am. Chem. Soc. 1990, 112, 760) in N,N-dimethylformamide (750 mL) cooled in a dry ice/acetone bath was added sodium hydride (60% suspension in mineral oil) (12.32 g, 308 mmol) in small portions. The mixture was stirred while cooling in a dry ice/acetone bath for 30 minutes, then a solution of bromoethyl met...